This data is from the Open Reaction Database (ORD), a public repository of structured organic reaction records. The task is: describe an organic reaction: reactants, conditions, products, and yield Starting materials: [Si](C1=CC=CC=C1)(C1=CC=CC=C1)(C(C)(C)C)OCCN1C(N(CCC1)C1=C(C=C(C=C1)N1C(O[C@H](C1)CNC(=O)C=1SC(=CC1)Cl)=O)C)=O (N-{[(5S)-3-{4-[3-(2-{[tert-Butyl(diphenyl)silyl]oxy}ethyl)-2-oxotetrahydropyrimidin-1(2H)-yl]-3-methylphenyl}-2-oxo-1,3-oxazolidin-5-yl]methyl}-5-chlorothiophene-2-carboxamide), [Cl-].[Na+] (sodium chloride), O (water), solution, [F-].C(CCC)[N+](CCCC)(CCCC)CCCC (tetrabutylammonium fluoride). Run in C(C)(=O)OCC (ethyl acetate), C1CCOC1 (THF), C1CCOC1 (THF). Reaction conditions: time 2 hour. Yields the product ClC1=CC=C(S1)C(=O)NC[C@H]1CN(C(O1)=O)C1=CC(=C(C=C1)N1C(N(CCC1)CCO)=O)C (5-Chloro-N-{[(5S)-3-{4-[3-(2-hydroxyethyl)-2-oxotetrahydropyrimidin-1(2H)-yl]-3-methylphenyl}-2-oxo-1,3-oxazolidin-5-yl]methyl}thiophene-2-carboxamide). Reaction SMILES: [Si]([O:18][CH2:19][CH2:20][N:21]1[CH2:26][CH2:25][CH2:24][N:23]([C:27]2[CH:32]=[CH:31][C:30]([N:33]3[CH2:37][C@H:36]([CH2:38][NH:39][C:40]([C:42]4[S:43][C:44]([Cl:47])=[CH:45][CH:46]=4)=[O:41])[O:35][C:34]3=[O:48])=[CH:29][C:28]=2[CH3:49])[C:22]1=[O:50])(C(C)(C)C)(C1C=CC=CC=1)C1C=CC=CC=1.[F-].C([N+](CCCC)(CCCC)CCCC)CCC.O.[Cl-].[Na+]>C1COCC1.C(OCC)(=O)C>[Cl:47][C:44]1[S:43][C:42]([C:40]([NH:39][CH2:38][C@@H:36]2[O:35][C:34](=[O:48])[N:33]([C:30]3[CH:31]=[CH:32][C:27]([N:23]4[CH2:24][CH2:25][CH2:26][N:21]([CH2:20][CH2:19][OH:18])[C:22]4=[O:50])=[C:28]([CH3:49])[CH:29]=3)[CH2:37]2)=[O:41])=[CH:46][CH:45]=1 |f:1.2,4.5|. Procedure details: A solution of 232 mg (0.32 mmol) of the product from example 67A in 6 ml of THF is admixed with 195 mg (0.74 mmol) of a 1 molar solution of tetrabutylammonium fluoride in THF. The mixture is stirred at RT for 2 h. Then it is admixed with 60 ml of water, 30 ml of ethyl acetate and 6 ml of sodium chloride solution, and the phases are separated. The organic phase is extracted three times with ethyl acetate and the combined organic phases are dried over sodium sulfate. After filtration, the mixture ... Starting materials: COC(=O)C=1C(SC2=CC=C(C=C2C1O)Br)=O (6-bromo-4-hydroxy-2-oxo-2H-thiochromene-3-carboxylic acid methyl ester), FC1=CC=C(C=C1)B(O)O (4-fluoro-phenylboronic acid). Procedure: 6-(4-Fluoro-phenyl)-4-hydroxy-2-oxo-2H-thiochromene-3-carboxylic acid methyl ester was prepared from 6-bromo-4-hydroxy-2-oxo-2H-thiochromene-3-carboxylic acid methyl ester under conditions analogous to Example 7(a) using 4-fluoro-phenylboronic acid. 1H NMR (200 MHz, CDCl3): δ (ppm)=8.515 (s, 1H), 7.765 (d, 1H), 7.586 (m, 2H), 7.427 (d, 1H), 7.381-7.120 (m, 2H), 4.026 (s, 3H). Reaction SMILES: [CH3:1][O:2][C:3]([C:5]1[C:6](=[O:17])[S:7][C:8]2[C:13]([C:14]=1[OH:15])=[CH:12][C:11](Br)=[CH:10][CH:9]=2)=[O:4].[F:18][C:19]1[CH:24]=[CH:23][C:22](B(O)O)=[CH:21][CH:20]=1>>[CH3:1][O:2][C:3]([C:5]1[C:6](=[O:17])[S:7][C:8]2[C:13]([C:14]=1[OH:15])=[CH:12][C:11]([C:22]1[CH:23]=[CH:24][C:19]([F:18])=[CH:20][CH:21]=1)=[CH:10][CH:9]=2)=[O:4]. Yields the product COC(=O)C=1C(SC2=CC=C(C=C2C1O)C1=CC=C(C=C1)F)=O (6-(4-Fluoro-phenyl)-4-hydroxy-2-oxo-2H-thiochromene-3-carboxylic acid methyl ester). Starting materials: 132, C(C1CO1)OCC1CO1 (glycidyl ether), polyamine, 186, epoxy resin, OC1=CC=C(C=C1)C(C)(C)C1=CC=C(C=C1)O (bisphenol A), epoxy, polyamine, C1(=CC(=CC=C1)C)C (metaxylene), C1(=CC(=CC=C1)CN)CN (metaxylylenediamine). Reagents/catalysts: C(Cl)C1CO1 (epichlorohydrin), C(CO)O (methoxypolyethylene glycol). Reaction conditions: temperature 80 celsius, time 1 hour. The product is C(C1CO1)OCCCC (butyl glycidyl ether). The yield is 210.0%. RXN SMILES: [C:1]1([CH3:8])[CH:6]=[CH:5]C=C(C)C=1.[CH2:9]([O:13]CC1OC1)[CH:10]1[O:12][CH2:11]1.C1(CN)C=CC=C(CN)C=1.OC1C=CC(C(C2C=CC(O)=CC=2)(C)C)=CC=1>C(O)CO.C(C1OC1)Cl>[CH2:9]([O:13][CH2:5][CH2:6][CH2:1][CH3:8])[CH:10]1[O:12][CH2:11]1. Procedure details: In the same reaction vessel as in Example 1 was fed 270 g of the modified polyamine synthesized in Production Example 1 (corresponding to the modified polyamine based on 1 mol of metaxylene, 0.125 mol of methoxypolyethylene glycol and 0.14 mol of epichlorohydrin), and then 186 g (1 mol) of 2-ethylehexyl glycidyl ether (epoxy equivalent of 186, produced by NOF Corporation, the trademark "Epiol EH") was added dropwise thereto over one hour at 80° C. in an atmosphere of nitrogen under stirring. Aft...